Dataset: the Open Reaction Database (ORD), a public repository of structured organic reaction records. Task: describe an organic reaction: reactants, conditions, products, and yield The reactants are C1(=CC=C(C=C1)S(=O)(=O)CCOC(C1=C(C=CC(=C1)S(=O)(=O)N1C(=NC2=C1C=CC=C2)S(=O)CC2=NC=CC(=C2C)OCC(F)(F)F)OC)=O)C (2-methoxy-5-{2-[3-methyl-4-(2,2,2-trifluoro-ethoxy)-pyridin-2-ylmethanesulfinyl]-benzimidazole-1-sulfonyl}benzoic acid 2-(toluene-4-sulfonyl)ethyl ester), C1(=CC=C(C=C1)S(=O)(=O)CCOC(C1=C(C=CC(=C1)S(=O)(=O)N1C(=NC2=C1C=CC=C2)S(=O)CC2=NC=CC(=C2C)OCC(F)(F)F)OC)=O)C (2-methoxy-5-{2-[3-methyl-4-(2,2,2-trifluoro-ethoxy)-pyridin-2-ylmethanesulfinyl]-benzimidazole-1-sulfonyl}benzoic acid 2-(toluene-4-sulfonyl)ethyl ester), C(=O)(O)[O-].[Na+] (NaHCO3), O (H2O), CC(C)O (i-PrOH). Run in CC#N (CH3CN). Reaction conditions: temperature 70 celsius. The product is [Na+].COC1=C(C(=O)[O-])C=C(C=C1)S(=O)(=O)N1C(=NC2=C1C=CC=C2)S(=O)CC2=NC=CC(=C2C)OCC(F)(F)F (2-methoxy-5-{2-[3-methyl-4-(2,2,2-trifluoro-ethoxy)-pyridin-2-ylmethanesulfinyl]benzimidazole-1-sulfonyl}-benzoic acid sodium salt). The yield is 63.5%. Reaction SMILES: C1(C)C=CC(S(CC[O:12][C:13](=[O:50])[C:14]2[CH:19]=[C:18]([S:20]([N:23]3[C:27]4[CH:28]=[CH:29][CH:30]=[CH:31][C:26]=4[N:25]=[C:24]3[S:32]([CH2:34][C:35]3[C:40]([CH3:41])=[C:39]([O:42][CH2:43][C:44]([F:47])([F:46])[F:45])[CH:38]=[CH:37][N:36]=3)=[O:33])(=[O:22])=[O:21])[CH:17]=[CH:16][C:15]=2[O:48][CH3:49])(=O)=O)=CC=1.C([O-])(O)=O.[Na+:56].O.CC(O)C>CC#N>[Na+:56].[CH3:49][O:48][C:15]1[CH:16]=[CH:17][C:18]([S:20]([N:23]2[C:27]3[CH:28]=[CH:29][CH:30]=[CH:31][C:26]=3[N:25]=[C:24]2[S:32]([CH2:34][C:35]2[C:40]([CH3:41])=[C:39]([O:42][CH2:43][C:44]([F:46])([F:47])[F:45])[CH:38]=[CH:37][N:36]=2)=[O:33])(=[O:22])=[O:21])=[CH:19][C:14]=1[C:13]([O-:50])=[O:12] |f:1.2,6.7|. Procedure details: A mixture of 2-methoxy-5-{2-[3-methyl-4-(2,2,2-trifluoro-ethoxy)-pyridin-2-ylmethanesulfinyl]-benzimidazole-1-sulfonyl}benzoic acid 2-(toluene-4-sulfonyl)ethyl ester (Intermediate 8, 400 mg, 0.52 mmol) and NaHCO3 (52 mg, 0.62 mmol, 1.2 eq) in CH3CN (3 mL)-H2O (2 mL)-i-PrOH (1 mL) was heated to 70° C. for 1.5 h. Then volatile materials were removed by evaporation and the residual oil was dissolved in CH2Cl2-MeOH, the mixture was filtered to remove insoluble solids. The filtrate was concentrated b...